Task: describe an organic reaction: reactants, conditions, products, and yield. Dataset: the Open Reaction Database (ORD), a public repository of structured organic reaction records The reactants are C(C1=CC=CC=C1)(C1=CC=CC=C1)C1C=CC2=CC=CC=C12.FC=1C=C(CN)C=CC1F (benzhydrylindene (3,4-difluoro-benzyl)-amine), C(C)(C)(C)[Li] (tert-butyllithium), C1(CC1)C=O (cyclopropanecarboxaldehyde). Run in C1CCOC1 (THF), C1CCOC1 (THF), CCOCC (Et2O). Conditions: temperature -78 celsius, time 0.5 hour. Product: C(C1=CC=CC=C1)(C1=CC=CC=C1)=NC(C(O)C1CC1)C1=CC(=C(C=C1)F)F (2-(benzhydryliden-amino)-1-cyclopropyl-2-(3,4-difluoro-phenyl)-ethanol). RXN SMILES: [CH:1](C1C2C(=CC=CC=2)C=C1)([C:8]1[CH:13]=[CH:12][CH:11]=[CH:10][CH:9]=1)[C:2]1[CH:7]=[CH:6][CH:5]=[CH:4][CH:3]=1.[F:23][C:24]1[CH:25]=[C:26]([CH:29]=[CH:30][C:31]=1[F:32])[CH2:27][NH2:28].C([Li])(C)(C)C.[CH:38]1([CH:41]=[O:42])[CH2:40][CH2:39]1>C1COCC1.CCOCC>[C:1](=[N:28][CH:27]([C:26]1[CH:29]=[CH:30][C:31]([F:32])=[C:24]([F:23])[CH:25]=1)[CH:41]([CH:38]1[CH2:40][CH2:39]1)[OH:42])([C:2]1[CH:3]=[CH:4][CH:5]=[CH:6][CH:7]=1)[C:8]1[CH:9]=[CH:10][CH:11]=[CH:12][CH:13]=1 |f:0.1|. Reported procedure: To a solution of benzhydrylindene-(3,4-difluoro-benzyl)-amine (2.5 g, 8.1 mmol) in 50 mL of dry THF was added tert-butyllithium (1.7 M, 6.2 mL) dropwise and the resulting solution was stirred at −78° C. for 0.5 h. To the solution was added cyclopropanecarboxaldehyde (0.90 ml, 12.0 mmol) in 10 ml of THF and the solution was stirred at −78° C. for 2 h and 25° C. for 1 h. The reaction was quenched by adding 1.0 mL of dilute acetic acid. Reaction mixture was diluted with 100 ml of Et2O and washed wi... Starting materials: OC=1C=C(NC2=NC=NC(=C2)NC2=CC(=CC=C2)C)C=CC1 (4-[3'-hydroxyanilino]6-(3'-methylanilino)pyrimidine), BrCC1CO1 (1-bromo-2,3-epoxypropane), C([O-])([O-])=O.[K+].[K+] (potassium carbonate). The solvent is CS(=O)C (DMSO), O (water). Run at time 8 hour. Yields the product O1C(COC=2C=C(NC3=NC=NC(=C3)NC3=CC(=CC=C3)C)C=CC2)C1 (4-[3'-(2,3-epoxypropoxy)anilino]6-(3'-methylanilino)pyrimidine). Isolated yield 38.0%. RXN SMILES: [OH:1][C:2]1[CH:3]=[C:4]([CH:20]=[CH:21][CH:22]=1)[NH:5][C:6]1[CH:11]=[C:10]([NH:12][C:13]2[CH:18]=[CH:17][CH:16]=[C:15]([CH3:19])[CH:14]=2)[N:9]=[CH:8][N:7]=1.Br[CH2:24][CH:25]1[O:27][CH2:26]1.C(=O)([O-])[O-].[K+].[K+]>CS(C)=O.O>[O:27]1[CH2:26][CH:25]1[CH2:24][O:1][C:2]1[CH:3]=[C:4]([CH:20]=[CH:21][CH:22]=1)[NH:5][C:6]1[CH:11]=[C:10]([NH:12][C:13]2[CH:18]=[CH:17][CH:16]=[C:15]([CH3:19])[CH:14]=2)[N:9]=[CH:8][N:7]=1 |f:2.3.4|. Reported procedure: A mixture of 4-[3'-hydroxyanilino]6-(3'-methylanilino)pyrimidine (1 g), 1-bromo-2,3-epoxypropane (0.44 ml) and potassium carbonate (0.95 g) in DMSO (12 ml) was stirred at ambient temperature overnight. The reaction mixture was diluted with water and extracted with methylene chloride. The organic layer was washed with water, dried (MgSO4) and evaporated to give 4-[3'-(2,3-epoxypropoxy)anilino]6-(3'-methylanilino)pyrimidine in 38% yield, m.p. 143°-145° C.;